This data is from the Open Reaction Database (ORD), a public repository of structured organic reaction records. The task is: describe an organic reaction: reactants, conditions, products, and yield Starting materials: epoxide, C1=CC(=CC=C1O)S(=O)(=O)C2=CC=C(C=C2)O (4,4'-Dihydroxydiphenyl sulphone), C(C1CO1)OCCCC (butyl glycidyl ether), epoxide. Reagents/catalysts: [Cl-].C(C1=CC=CC=C1)[N+](C)(C)C (benzyltrimethylammonium chloride). Run at temperature 120 celsius, time 4 hour. The product is C(CCC)OCC(COC1=CC=C(C=C1)S(=O)(=O)C1=CC=C(C=C1)OCC(COCCCC)O)O (Bis(p-(3-butoxy-2-hydroxypropyloxy)phenyl)sulphone). As a reaction SMILES: [CH:1]1[C:6]([OH:7])=[CH:5][CH:4]=[C:3]([S:8]([C:11]2[CH:16]=[CH:15][C:14]([OH:17])=[CH:13][CH:12]=2)(=[O:10])=[O:9])[CH:2]=1.[CH2:18]([O:22][CH2:23][CH2:24][CH2:25][CH3:26])[CH:19]1[O:21][CH2:20]1>[Cl-].C([N+](C)(C)C)C1C=CC=CC=1>[CH2:23]([O:22][CH2:18][CH:19]([OH:21])[CH2:20][O:17][C:14]1[CH:15]=[CH:16][C:11]([S:8]([C:3]2[CH:2]=[CH:1][C:6]([O:7][CH2:20][CH:19]([OH:21])[CH2:18][O:22][CH2:23][CH2:24][CH2:25][CH3:26])=[CH:5][CH:4]=2)(=[O:10])=[O:9])=[CH:12][CH:13]=1)[CH2:24][CH2:25][CH3:26] |f:2.3|. Procedure details: 4,4'-Dihydroxydiphenyl sulphone (125.0 g; 0.5 mole), butyl glycidyl ether of epoxide content 7.45 equiv./kg (134.2 g; 1 equiv.), and benzyltrimethylammonium chloride (1.0 g) were stirred together and heated at 100° C. for 1 hour, at 120° C. for 2 hours, and then at 130° C. for 4 hours. The mixture was cooled, and was found to have an epoxide content of 0.03 equiv./kg, indicating that the reaction was substantially complete. The reactants are BrCC=1C=C(C=CC1)[N+](=O)[O-] (3-bromomethylnitrobenzene), [Na] (sodium), FCCO (2-fluoroethanol), [Na] (sodium). The solvent is O1CCCC1 (tetrahydrofuran), O (water), O1CCCC1 (tetrahydrofuran). Product: [N+](=O)([O-])C=1C=C(COCCF)C=CC1 (2-fluoroethyl 3-nitrobenzyl ether). Yield: 17.5%. Reaction SMILES: [Na].[F:2][CH2:3][CH2:4][OH:5].Br[CH2:7][C:8]1[CH:9]=[C:10]([N+:14]([O-:16])=[O:15])[CH:11]=[CH:12][CH:13]=1>O1CCCC1.O>[N+:14]([C:10]1[CH:9]=[C:8]([CH:13]=[CH:12][CH:11]=1)[CH2:7][O:5][CH2:4][CH2:3][F:2])([O-:16])=[O:15] |^1:0|. Reported procedure: Under a dry nitrogen atmosphere 1.1 gram (0.047 mole) of sodium metal was added to a stirred, cold (0° C.) solution of 3.0 grams (0.046 mole) of 2-fluoroethanol in 50 ml of dry tetrahydrofuran. After the sodium had dissolved, the solution was heated at reflux, and a solution of 5.0 grams (0.023 mole) of 3-bromomethylnitrobenzene in 10 ml of dry tetrahydrofuran was added dropwise. This mixture was heated at reflux for 24 hours and then was cooled. The reaction mixture was diluted with water, then... Starting materials: NC=1C=C2CCN(CC2=CC1)C(=O)OC(C)(C)C (tert-Butyl 6-amino-3,4-dihydroisoquinoline-2(1H)-carboxylate), C1(=C(C=CC=C1)NC(OC1CCN(CC1)CCN(C(CCCCC=O)=O)C)=O)C1=CC=CC=C1 (1-{2-[Methyl(6-oxohexanoyl)amino]ethyl}piperidin-4-yl biphenyl-2-ylcarbamate). Yields the product C1(=C(C=CC=C1)NC(=O)OC1CCN(CC1)CCN(C(CCCCCNC=1C=C2CCN(CC2=CC1)C(=O)OC(C)(C)C)=O)C)C1=CC=CC=C1 (tert-Butyl 6-({6-[(2-{4-[(biphenyl-2-ylcarbamoyl)oxy]piperidin-1-yl}ethyl)(methyl)amino]-6-oxohexyl}amino)-3,4-dihydroisoquinoline-2(1H)-carboxylate). Yield: 19.1%. Reaction SMILES: [NH2:1][C:2]1[CH:3]=[C:4]2[C:9](=[CH:10][CH:11]=1)[CH2:8][N:7]([C:12]([O:14][C:15]([CH3:18])([CH3:17])[CH3:16])=[O:13])[CH2:6][CH2:5]2.[C:19]1([C:47]2[CH:52]=[CH:51][CH:50]=[CH:49][CH:48]=2)[CH:24]=[CH:23][CH:22]=[CH:21][C:20]=1[NH:25][C:26](=[O:46])[O:27][CH:28]1[CH2:33][CH2:32][N:31]([CH2:34][CH2:35][N:36]([CH3:45])[C:37](=[O:44])[CH2:38][CH2:39][CH2:40][CH2:41][CH:42]=O)[CH2:30][CH2:29]1>>[C:19]1([C:47]2[CH:48]=[CH:49][CH:50]=[CH:51][CH:52]=2)[CH:24]=[CH:23][CH:22]=[CH:21][C:20]=1[NH:25][C:26]([O:27][CH:28]1[CH2:33][CH2:32][N:31]([CH2:34][CH2:35][N:36]([CH3:45])[C:37](=[O:44])[CH2:38][CH2:39][CH2:40][CH2:41][CH2:42][NH:1][C:2]2[CH:3]=[C:4]3[C:9](=[CH:10][CH:11]=2)[CH2:8][N:7]([C:12]([O:14][C:15]([CH3:18])([CH3:17])[CH3:16])=[O:13])[CH2:6][CH2:5]3)[CH2:30][CH2:29]1)=[O:46]. Procedure: tert-Butyl 6-amino-3,4-dihydroisoquinoline-2(1H)-carboxylate (227 mg, 0.914 mmol) and the compound (638 mg, 1.37 mmol) obtained in Example 4g were used to give the title compound (122 mg; yield, 19%) as a colorless oily substance according to the method described in Example 45b. The reactants are BrC1=CC=2NC([C@H]3N(C2N=C1)CCC3)=O ((S)-3-bromo-6a,7,8,9-tetrahydropyrido[3,2-e]pyrrolo[1,2-a]pyrazin-6(5H)-one), C([O-])([O-])=O.[K+].[K+] (potassium carbonate), ClC1=CC=C(C=C1)N1CCC(CC1)=C (1-(4-chlorophenyl)-4-methylenepiperidine), B1C2CCCC1CCC2 (9-BBN). The reagents and catalysts are C1=CC=C(C=C1)P([C-]2C=CC=C2)C3=CC=CC=C3.C1=CC=C(C=C1)P([C-]2C=CC=C2)C3=CC=CC=C3.Cl[Pd]Cl.[Fe+2].C(Cl)Cl (PdCl2(dppf) CH2Cl2). Run in CN(C)C=O (DMF), O (water), C1CCOC1 (THF). Run at temperature 75 celsius, time 1 hour. Product: ClC1=CC=C(C=C1)N1CCC(CC1)CC1=CC=2NC([C@H]3N(C2N=C1)CCC3)=O ((S)-3-((1-(4-chlorophenyl)piperidin-4-yl)methyl)-6a,7,8,9-tetrahydropyrido[3,2-e]pyrrolo[1,2-a]pyrazin-6(5H)-one). As a reaction SMILES: [Cl:1][C:2]1[CH:7]=[CH:6][C:5]([N:8]2[CH2:13][CH2:12][C:11](=[CH2:14])[CH2:10][CH2:9]2)=[CH:4][CH:3]=1.B1C2CCCC1CCC2.Br[C:25]1[CH:34]=[N:33][C:32]2[N:31]3[CH2:35][CH2:36][CH2:37][C@H:30]3[C:29](=[O:38])[NH:28][C:27]=2[CH:26]=1.C(=O)([O-])[O-].[K+].[K+]>C1COCC1.CN(C=O)C.O.C1C=CC(P(C2C=CC=CC=2)[C-]2C=CC=C2)=CC=1.C1C=CC(P(C2C=CC=CC=2)[C-]2C=CC=C2)=CC=1.Cl[Pd]Cl.[Fe+2].C(Cl)Cl>[Cl:1][C:2]1[CH:3]=[CH:4][C:5]([N:8]2[CH2:13][CH2:12][CH:11]([CH2:14][C:25]3[CH:34]=[N:33][C:32]4[N:31]5[CH2:35][CH2:36][CH2:37][C@H:30]5[C:29](=[O:38])[NH:28][C:27]=4[CH:26]=3)[CH2:10][CH2:9]2)=[CH:6][CH:7]=1 |f:3.4.5,9.10.11.12.13|. Reported procedure: 1-(4-chlorophenyl)-4-methylenepiperidine (70 mg, 0.337 mmol) was diluted with 0.5M THF solution of 9-BBN (0.674 mL, 0.337 mmol) under nitrogen and stirred at 75° C. for 1 h. The reaction mixture was then added to a suspension of (S)-3-bromo-6a,7,8,9-tetrahydropyrido[3,2-e]pyrrolo[1,2-a]pyrazin-6(5H)-one (90 mg, 0.337 mmol), PdCl2(dppf)-CH2Cl2 adduct (8.26 mg, 10.11 μmol) and potassium carbonate (93 mg, 0.674 mmol) in DMF (1.0 mL) and water (0.1 mL) and stirred at 60° C. for 4 h.